Dataset: the Open Reaction Database (ORD), a public repository of structured organic reaction records. Task: describe an organic reaction: reactants, conditions, products, and yield The reactants are BrC=1C=NC=C(C1C=O)Br (3,5-dibromo-pyridine-4-carbaldehyde), N(N)CCO (2-hydrazino-ethanol). Run at temperature 120 celsius. Product: BrC=1C=NC=C(C1\C=N\NCCO)Br (2-{N′-[1-(3,5-Dibromo-pyridin-4-yl)-meth-(E)-ylidene]-hydrazino}-ethanol). The yield is 92.8%. As a reaction SMILES: [Br:1][C:2]1[CH:3]=[N:4][CH:5]=[C:6]([Br:10])[C:7]=1[CH:8]=O.[NH:11]([CH2:13][CH2:14][OH:15])[NH2:12]>>[Br:1][C:2]1[CH:3]=[N:4][CH:5]=[C:6]([Br:10])[C:7]=1/[CH:8]=[N:12]/[NH:11][CH2:13][CH2:14][OH:15]. Procedure: In analogy to GP1, 468 mg of 3,5-dibromo-pyridine-4-carbaldehyde (1.77 mmol, 1 eq; commercially available or prepared as described in U.S. Pat. No. 6,232,320 or WO2005110410) were dissolved in 8 mL 1-propyl alkohol, treated with 0.36 mL 2-hydrazino-ethanol (5.3 mmol, 3 eq.) and heated to 120° C. for 30 min (employing a Biotage Initiator® microwave oven). The reaction mixture was concentrated, the residue partitioned between water and ethyl acetate, the aqueous layer reextracted with ethyl acetat... Reactants: C(CNC([S-])=S)NC([S-])=S.[Na+].[Na+] (sodium ethylene-bis-dithiocarbamate), CN(C([S-])=S)C.[Na+] (sodium dimethyldithiocarbamate), [Cl-].[Zn+2].[Cl-] (zinc chloride). The reagents and catalysts are [Cl-].C[N+](C)(C)C (tetramethylammonium chloride). Solvent: O (water). Product: C(CNC(S)=S)NC(S)=S.[Zn+2].C[N+](C)(C)C.CN(C(S)=S)C (Tetramethylammonium Zinc Ethylene-bis-dithiocarbamic acid Dimethyldithiocarbamic acid). Reaction SMILES: [CH2:1]([NH:7][C:8](=[S:10])[S-:9])[CH2:2][NH:3][C:4](=[S:6])[S-:5].[Na+].[Na+].[CH3:13][N:14]([CH3:18])[C:15](=[S:17])[S-:16].[Na+].[Cl-].[Zn+2:21].[Cl-]>[Cl-].C[N+](C)(C)C.O>[CH2:1]([NH:7][C:8](=[S:9])[SH:10])[CH2:2][NH:3][C:4](=[S:5])[SH:6].[Zn+2:21].[CH3:13][N+:14]([CH3:18])([CH3:1])[CH3:15].[CH3:13][N:14]([CH3:18])[C:15](=[S:16])[SH:17] |f:0.1.2,3.4,5.6.7,8.9,11.12.13.14|. Reported procedure: To a well stirred aqueous solution of 6.85g. (0.027 mole) of sodium ethylene-bis-dithiocarbamate, 9.0g., (0.05 mole) of sodium dimethyldithiocarbamate and 10.9g. (0.1 mole) of tetramethylammonium chloride is added dropwise at room temperature 6.96g. (0.05 mole) of zinc chloride dissolved in 30 ml. of water. A very fine dispersed white precipitate forms immediately. The reaction mixture is stirred for an additional ten minutes then filtered under vacuum. The collected solid is transferred to a be... The reactants are ClC1=NC=CC=C1C#N (2-Chloro-3-cyanopyridine), COC1=CC=C(C=C1)O (4-methoxyphenol), [H-].[Na+] (sodium hydride). Solvent: CN(C=O)C (dimethylformamide). Yields the product COC1=CC=C(OC2=NC=CC=C2C#N)C=C1 (2-(4-methoxyphenoxy)-3-cyanopyridine). RXN SMILES: Cl[C:2]1[C:7]([C:8]#[N:9])=[CH:6][CH:5]=[CH:4][N:3]=1.[CH3:10][O:11][C:12]1[CH:17]=[CH:16][C:15]([OH:18])=[CH:14][CH:13]=1.[H-].[Na+]>CN(C)C=O>[CH3:10][O:11][C:12]1[CH:17]=[CH:16][C:15]([O:18][C:2]2[C:7]([C:8]#[N:9])=[CH:6][CH:5]=[CH:4][N:3]=2)=[CH:14][CH:13]=1 |f:2.3|. Procedure details: 2-Chloro-3-cyanopyridine is reacted with 4-methoxyphenol in the presence of sodium hydride in dimethylformamide to give 2-(4-methoxyphenoxy)-3-cyanopyridine, which is subjected to Grignard reaction with 2-bromothiophene in a mixed solvent of ether and benzene, followed by treatment with hydrochloric acid to give 2-(4-methoxyphenoxy)-3-(2-thenoyl)pyridine. The thus obtained compound is subjected to demethylation reaction with the use of aluminium chloride and 1-butanethiol in dichloromethane to g... Yields the product C=C(C)c1cccc2c1CC(N(CCC)CCC)CO2. Reaction SMILES: [Br-:26].[CH2:47]([O:48][CH2:49][CH3:50])[CH3:51].[CH2:6]([CH2:7][CH3:8])[N:9]([CH:10]1[CH2:11][O:12][c:13]2[cH:14][cH:15][cH:16][c:17]([C:20]([CH3:21])=[O:22])[c:18]2[CH2:19]1)[CH2:23][CH2:24][CH3:25].[CH3:1][CH2:2][CH2:3][CH2:4][Li:5].[CH3:27][P+:28]([c:29]1[cH:30][cH:31][cH:32][cH:33][cH:34]1)([c:35]1[cH:36][cH:37][cH:38][cH:39][cH:40]1)[c:41]1[cH:42][cH:43][cH:44][cH:45][cH:46]1>>[CH3:1][C:20]([c:17]1[cH:16][cH:15][cH:14][c:13]2[c:18]1[CH2:19][CH:10]([N:9]([CH2:6][CH2:7][CH3:8])[CH2:23][CH2:24][CH3:25])[CH2:11][O:12]2)=[CH2:21]. Starting materials: [Br-], CCOCC, CCCN(CCC)C1COc2cccc(C(C)=O)c2C1, [Li]CCCC, C[P+](c1ccccc1)(c1ccccc1)c1ccccc1. Starting materials: Cl.S1CCN(CC1)C1=NC(=CC2=C(C=CC=C12)[N+](=O)[O-])N1CCNCC1 (1-thiomorpholino-3-piperazino-5-nitro-isoquinoline hydrochloride), OO (hydrogen peroxide), C(C)(C)O (isopropanol), C(\C=C/C(=O)[O-])(=O)[O-] (maleate). The solvent is S(O)(O)(=O)=O (sulfuric acid). The product is O=S1CCN(CC1)C1=NC(=CC2=C(C=CC=C12)[N+](=O)[O-])N1CCNCC1 (1-(1-Oxido-thiomorpholino)-3-piperazino-5-nitro-isoquinoline). Yield: 41.0%. As a reaction SMILES: Cl.[S:2]1[CH2:7][CH2:6][N:5]([C:8]2[C:17]3[C:12](=[C:13]([N+:18]([O-:20])=[O:19])[CH:14]=[CH:15][CH:16]=3)[CH:11]=[C:10]([N:21]3[CH2:26][CH2:25][NH:24][CH2:23][CH2:22]3)[N:9]=2)[CH2:4][CH2:3]1.OO.C([O-])(=O)/C=C\C([O-])=[O:33].C(O)(C)C>S(=O)(=O)(O)O>[O:33]=[S:2]1[CH2:7][CH2:6][N:5]([C:8]2[C:17]3[C:12](=[C:13]([N+:18]([O-:20])=[O:19])[CH:14]=[CH:15][CH:16]=3)[CH:11]=[C:10]([N:21]3[CH2:26][CH2:25][NH:24][CH2:23][CH2:22]3)[N:9]=2)[CH2:4][CH2:3]1 |f:0.1|. Procedure details: 1-(1-Oxido-thiomorpholino)-3-piperazino-5-nitro-isoquinoline was prepared analogous to Example 12 from 1-thiomorpholino-3-piperazino-5-nitro-isoquinoline hydrochloride by oxidation with hydrogen peroxide in dilute sulfuric acid. M.p. of its maleate: 231°-233°C (from isopropanol). Yield: 41% of theory. Starting materials: Cc1ccccc1, O=C(Cn1ccnc1)c1ccc(Cl)cc1Cl, NCCCO, O. Product: OCCCN=C(Cn1ccnc1)c1ccc(Cl)cc1Cl. RXN SMILES: [CH3:22][c:23]1[cH:24][cH:25][cH:26][cH:27][cH:28]1.[Cl:1][c:2]1[c:3]([C:4]([CH2:5][n:6]2[cH:7][n:8][cH:9][cH:10]2)=[O:11])[cH:12][cH:13][c:14]([Cl:16])[cH:15]1.[NH2:17][CH2:18][CH2:19][CH2:20][OH:21].[OH2:29]>>[Cl:1][c:2]1[c:3]([C:4]([CH2:5][n:6]2[cH:7][n:8][cH:9][cH:10]2)=[N:17][CH2:18][CH2:19][CH2:20][OH:21])[cH:12][cH:13][c:14]([Cl:16])[cH:15]1.